Dataset: the Open Reaction Database (ORD), a public repository of structured organic reaction records. Task: describe an organic reaction: reactants, conditions, products, and yield The reactants are C(C)(C)(C)OC(=O)NCCCCC(=O)O (5-t-butoxycarbonylamino valeric acid), CCN=C=NCCCN(C)C.Cl (WSCI hydrochloride), C=1C=CC2=C(C1)N=NN2O (HOBt), NC=1C=C(C(=O)OC)C=CC1N (methyl 3,4-diaminobenzoate). Solvent: CN(C)C=O (DMF). Run at time 15 minute. The product is COC(C1=CC(=C(C=C1)N)NC(CCCCNC(=O)OC(C)(C)C)=O)=O (4-amino-3-(5-t-butoxycarbonylamino-pentanoylamino)-benzoic acid methyl ester). Yield: 66.4%. Reaction SMILES: [C:1]([O:5][C:6]([NH:8][CH2:9][CH2:10][CH2:11][CH2:12][C:13]([OH:15])=O)=[O:7])([CH3:4])([CH3:3])[CH3:2].CCN=C=NCCCN(C)C.Cl.C1C=CC2N(O)N=NC=2C=1.[NH2:38][C:39]1[CH:40]=[C:41]([CH:46]=[CH:47][C:48]=1[NH2:49])[C:42]([O:44][CH3:45])=[O:43]>CN(C=O)C>[CH3:45][O:44][C:42](=[O:43])[C:41]1[CH:46]=[CH:47][C:48]([NH2:49])=[C:39]([NH:38][C:13](=[O:15])[CH2:12][CH2:11][CH2:10][CH2:9][NH:8][C:6]([O:5][C:1]([CH3:2])([CH3:3])[CH3:4])=[O:7])[CH:40]=1 |f:1.2|. Procedure: In DMF (20 ml), 5-t-butoxycarbonylamino valeric acid (manufactured by Aldrich Corporation) (1.45 g), WSCI hydrochloride (1.74 g), and HOBt (1.25 g) were dissolved and the whole was stirred for 15 minutes. Then, the solution was added with methyl 3,4-diaminobenzoate (1.00 g) and stirred at room temperature for 4 hours. After completion of the reaction, the solvent was distilled off under reduced pressure. The residue was dissolved in chloroform and then washed with a saturated aqueous ammonium ch... Reactants: ClC(Cl)(Cl)Cl, CC#N, CC12CC(F)C3C4CCC(=O)C=C4CC(CCCCCO)C3C1CCC2=O, c1ccc(P(c2ccccc2)c2ccccc2)cc1. Yields the product CC12CC(F)C3C4CCC(=O)C=C4CC(CCCCCCl)C3C1CCC2=O. Reaction SMILES: [C:28]([Cl:29])([Cl:30])([Cl:31])[Cl:32].[CH3:52][C:53]#[N:54].[F:1][CH:2]1[CH:3]2[CH:4]3[CH2:5][CH2:6][C:7](=[O:27])[CH:8]=[C:9]3[CH2:10][CH:11]([CH2:21][CH2:22][CH2:23][CH2:24][CH2:25][OH:26])[CH:12]2[CH:13]2[CH2:14][CH2:15][C:16](=[O:20])[C:17]2([CH3:18])[CH2:19]1.[c:33]1([P:34]([c:35]2[cH:36][cH:37][cH:38][cH:39][cH:40]2)[c:41]2[cH:42][cH:43][cH:44][cH:45][cH:46]2)[cH:47][cH:48][cH:49][cH:50][cH:51]1>>[F:1][CH:2]1[CH:3]2[CH:4]3[CH2:5][CH2:6][C:7](=[O:27])[CH:8]=[C:9]3[CH2:10][CH:11]([CH2:21][CH2:22][CH2:23][CH2:24][CH2:25][Cl:29])[CH:12]2[CH:13]2[CH2:14][CH2:15][C:16](=[O:20])[C:17]2([CH3:18])[CH2:19]1.